This data is from the Open Reaction Database (ORD), a public repository of structured organic reaction records. The task is: describe an organic reaction: reactants, conditions, products, and yield Starting materials: C(C)(C)(C)OC(=O)NS(=O)(=O)N(CCN1C(CCC1)CO[C@@H]1COC2=C(C=3N(C1)C=1C=C(C=CC1C3C3CCCCC3)C(=O)OC)C=CC=C2)C (methyl (7S)-7-[(1-{2-[{[(tert-butoxycarbonyl)amino]sulfonyl}(methyl)amino]ethyl}pyrrolidin-2-yl)methoxy]-14-cyclohexyl-7,8-dihydro-6H-indolo[1,2-e][1,5]benzoxazocine-11-carboxylate), [OH-].[Na+] (NaOH), Cl (HCl). Run in CCOC(=O)C (EtOAc), CO (MeOH), CO (MeOH). Conditions: temperature 60 celsius, time 3 hour. Product: C(C)(C)(C)OC(=O)NS(=O)(=O)N(CCN1C(CCC1)CO[C@@H]1COC2=C(C=3N(C1)C=1C=C(C=CC1C3C3CCCCC3)C(=O)O)C=CC=C2)C ((7S)-7-[(1-{2-[{[(tert-butoxycarbonyl)amino]sulfonyl}(methyl)amino]ethyl}pyrrolidin-2-yl)methoxy]-14-cyclohexyl-7,8-dihydro-6H-indolo[1,2-e][1,5]benzoxazocine-11-carboxylic acid). RXN SMILES: [C:1]([O:5][C:6]([NH:8][S:9]([N:12]([CH3:51])[CH2:13][CH2:14][N:15]1[CH2:19][CH2:18][CH2:17][CH:16]1[CH2:20][O:21][C@H:22]1[CH2:29][N:28]2[C:30]3[CH:31]=[C:32]([C:43]([O:45]C)=[O:44])[CH:33]=[CH:34][C:35]=3[C:36]([CH:37]3[CH2:42][CH2:41][CH2:40][CH2:39][CH2:38]3)=[C:27]2[C:26]2[CH:47]=[CH:48][CH:49]=[CH:50][C:25]=2[O:24][CH2:23]1)(=[O:11])=[O:10])=[O:7])([CH3:4])([CH3:3])[CH3:2].[OH-].[Na+].Cl>CO.CCOC(C)=O>[C:1]([O:5][C:6]([NH:8][S:9]([N:12]([CH3:51])[CH2:13][CH2:14][N:15]1[CH2:19][CH2:18][CH2:17][CH:16]1[CH2:20][O:21][C@H:22]1[CH2:29][N:28]2[C:30]3[CH:31]=[C:32]([C:43]([OH:45])=[O:44])[CH:33]=[CH:34][C:35]=3[C:36]([CH:37]3[CH2:42][CH2:41][CH2:40][CH2:39][CH2:38]3)=[C:27]2[C:26]2[CH:47]=[CH:48][CH:49]=[CH:50][C:25]=2[O:24][CH2:23]1)(=[O:11])=[O:10])=[O:7])([CH3:4])([CH3:3])[CH3:2] |f:1.2|. Procedure: A solution of methyl (7S)-7-[(1-{2-[{[(tert-butoxycarbonyl)amino]sulfonyl}(methyl)amino]ethyl}pyrrolidin-2-yl)methoxy]-14-cyclohexyl-7,8-dihydro-6H-indolo[1,2-e][1,5]benzoxazocine-11-carboxylate (7 mM) in MeOH was treated with 2 N NaOH (10 eq). The mixture was stirred at 60° C. for 3 h. MeOH was eliminated in vacuo, the residue was dissolved in EtOAc and neutralized by adding 6 N HCl. The aqueous was extracted with EtOAc and the organics combined, washed with brine, dried (Na2SO4), filtered and ...